Dataset: the Open Reaction Database (ORD), a public repository of structured organic reaction records. Task: describe an organic reaction: reactants, conditions, products, and yield Reactants: ClC=1C=C(C=O)C=C(C1)Cl (3,5-dichlorobenzaldehyde), Cl (HCl), CCOC(=O)C (EtOAc), [Br-] (bromide). Run in C1CCOC1 (THF). Run at time 8 hour. Yields the product ClC=1C=C(C=C(C1)Cl)C(C=C)O (1-(3,5-Dichloro-phenyl)-prop-2-en-1-ol). RXN SMILES: [Cl:1][C:2]1[CH:3]=[C:4]([CH:7]=[C:8]([Cl:10])[CH:9]=1)[CH:5]=[O:6].[Br-].Cl.[CH3:13][CH2:14]OC(C)=O>C1COCC1>[Cl:1][C:2]1[CH:3]=[C:4]([CH:5]([OH:6])[CH:13]=[CH2:14])[CH:7]=[C:8]([Cl:10])[CH:9]=1. Procedure details: A solution of 3,5-dichlorobenzaldehyde (7.5 g, 43 mmol) in THF (75 mL) was cooled to 0° C. and vinylmagnesiuin bromide (1M in THF, 48 mL, 48 mmol) was added dropwise. The reaction was warmed to room temperature and was stirred overnight. Aqueous HCl (1N) and EtOAc were added. The aqueous solution was extracted with EtOAc and the organic solution was dried (MgSO4), filtered, and concentrated. The residue was used in the next step without further purification. Starting materials: FC(F)(F)c1ccc(CBr)c(C(F)(F)F)c1, CCOC(C)=O, [K+], [K+], O=C([O-])[O-], COc1cc(C=O)ccc1O, CN(C)C=O. The product is COc1cc(C=O)ccc1OCc1ccc(C(F)(F)F)cc1C(F)(F)F. As a reaction SMILES: [Br:1][CH2:2][c:3]1[c:4]([C:13]([F:14])([F:15])[F:16])[cH:5][c:6]([C:9]([F:10])([F:11])[F:12])[cH:7][cH:8]1.[CH3:39][CH2:40][O:41][C:42]([CH3:43])=[O:44].[K+:33].[K+:34].[O-:35][C:36]([O-:37])=[O:38].[O:17]=[CH:18][c:19]1[cH:20][c:21]([O:22][CH3:23])[c:24]([OH:25])[cH:26][cH:27]1.[O:28]=[CH:29][N:30]([CH3:31])[CH3:32]>>[CH2:2]([c:3]1[c:4]([C:13]([F:14])([F:15])[F:16])[cH:5][c:6]([C:9]([F:10])([F:11])[F:12])[cH:7][cH:8]1)[O:25][c:24]1[c:21]([O:22][CH3:23])[cH:20][c:19]([CH:18]=[O:17])[cH:27][cH:26]1. Reaction conditions: time 30 minute. Product: BrC=1C(=NC(=NC1)Cl)OC1=CC=C2C=CC=NC2=C1 (7-(5-bromo-2-chloropyrimidin-4-yloxy)quinoline). Starting materials: N1=CC=CC2=CC=C(C=C12)O (quinolin-7-ol), [H-].[Na+] (sodium hydride), BrC=1C(=NC(=NC1)Cl)Cl (5-bromo-2,4-dichloropyrimidine). The solvent is ClCCl.CO (dichloromethane methanol), CN(C=O)C (N,N-dimethylformamide). Reaction SMILES: [N:1]1[C:10]2[C:5](=[CH:6][CH:7]=[C:8]([OH:11])[CH:9]=2)[CH:4]=[CH:3][CH:2]=1.[H-].[Na+].[Br:14][C:15]1[C:16](Cl)=[N:17][C:18]([Cl:21])=[N:19][CH:20]=1>CN(C)C=O.ClCCl.CO>[Br:14][C:15]1[C:16]([O:11][C:8]2[CH:9]=[C:10]3[C:5]([CH:4]=[CH:3][CH:2]=[N:1]3)=[CH:6][CH:7]=2)=[N:17][C:18]([Cl:21])=[N:19][CH:20]=1 |f:1.2,5.6|. Procedure: In a 4 mL vial was charged with quinolin-7-ol (0.200 g, 1.378 mmol) and sodium hydride (0.066 g, 1.653 mmol) in N,N-dimethylformamide (13.78 ml) to give a brown solution. The reaction was stirred at room temperature for 30 minutes and then 5-bromo-2,4-dichloropyrimidine (0.176 mL, 1.378 mmol) was added. The mixture was stirred at room temperature overnight. Diluted with 9:1 dichloromethane/methanol; washed with water and brine. The organic layer was dried over magnesium sulfate, filtered, and th... RXN SMILES: [CH3:1][C:2]1([CH3:35])[N:3]([CH2:21][c:22]2[cH:23][c:24]([NH:28][c:29]3[cH:30][n:31][cH:32][cH:33][cH:34]3)[n:25][cH:26][cH:27]2)[C:4](=[O:20])[N:5]([c:8]2[cH:9][cH:10][c:11]([C:14]([C:15](=[O:16])[OH:17])([CH3:18])[CH3:19])[cH:12][cH:13]2)[C:6]1=[O:7].[CH3:44][OH:45].[CH3:47][CH2:48][O:49][C:50](=[O:51])[CH3:52].[ClH:46].[Na+:38].[O:39]1[CH2:40][CH2:41][CH2:42][CH2:43]1.[OH-:37].[OH2:36]>>[CH3:1][C:2]1([CH3:35])[N:3]([CH2:21][c:22]2[cH:23][c:24]([NH:28][c:29]3[cH:30][n:31][cH:32][cH:33][cH:34]3)[n:25][cH:26][cH:27]2)[C:4](=[O:20])[N:5]([c:8]2[cH:9][cH:10][c:11]([C:14]([CH2:15][OH:16])([CH3:18])[CH3:19])[cH:12][cH:13]2)[C:6]1=[O:7]. Starting materials: CC(C)(C(=O)O)c1ccc(N2C(=O)N(Cc3ccnc(Nc4cccnc4)c3)C(C)(C)C2=O)cc1, CO, CCOC(C)=O, Cl, [Na+], C1CCOC1, [OH-], O. The product is CC(C)(CO)c1ccc(N2C(=O)N(Cc3ccnc(Nc4cccnc4)c3)C(C)(C)C2=O)cc1. The reactants are [NH4+].[Cl-] (NH4Cl), C1(CCC1)C[Mg]Br ((Cyclobutylmethyl)magnesium bromide), C1CCOC1 (THF), C12CN(CCC2N1C(=O)OC(C)(C)C)C(=O)OCC1=CC=CC=C1 ((±)-3-benzyl 7-tert-butyl 3,7-diaza-bicyclo[4.1.0]heptane-3,7-dicarboxylate). Reagents/catalysts: [Cu]I (CuI). Conditions: time 8 minute. Yields the product C(C)(C)(C)OC(=O)N[C@@H]1CN(CC[C@H]1CC1CCC1)C(=O)OCC1=CC=CC=C1 ((±)-trans-benzyl 3-(tert-butoxycarbonylamino)-4-(cyclobutylmethyl)piperidine-1-carboxylate). Isolated yield 19.0%. RXN SMILES: [CH:1]12[N:7]([C:8]([O:10][C:11]([CH3:14])([CH3:13])[CH3:12])=[O:9])[CH:6]1[CH2:5][CH2:4][N:3]([C:15]([O:17][CH2:18][C:19]1[CH:24]=[CH:23][CH:22]=[CH:21][CH:20]=1)=[O:16])[CH2:2]2.[CH:25]1([CH2:29][Mg]Br)[CH2:28][CH2:27][CH2:26]1.C1COCC1.[NH4+].[Cl-]>[Cu]I>[C:11]([O:10][C:8]([NH:7][C@H:1]1[C@H:6]([CH2:29][CH:25]2[CH2:28][CH2:27][CH2:26]2)[CH2:5][CH2:4][N:3]([C:15]([O:17][CH2:18][C:19]2[CH:24]=[CH:23][CH:22]=[CH:21][CH:20]=2)=[O:16])[CH2:2]1)=[O:9])([CH3:14])([CH3:13])[CH3:12] |f:3.4|. Procedure details: (±)-3-benzyl 7-tert-butyl 3,7-diaza-bicyclo[4.1.0]heptane-3,7-dicarboxylate (62 mg, 0.187 mmol), CuI (8 mg, 0.2 equiv), and a stirring bar were put in a 100-mL flask. The flask was evacuated and backfilled with N2 gas (3×). Dry THF (5 mL) was added and the mixture was cooled to −40° C. (Cyclobutylmethyl)magnesium bromide in THF (620 μL, 3 equiv., ˜0.89 M) was added slowly. After 8 min, the reaction mixture was allowed to warm slowly to rt. After 20 min, the reaction mixture turned black. After s... Starting materials: ClC1=CC(=NC=N1)N (6-chloropyrimidin-4-amine), C(C)(C)N(CC)C(C)C (diisopropylethylamine), N1(CCNCC1)CCCN1CCOCC1 (4-(3-piperazin-1-ylpropyl)morpholine). Solvent: C(CCC)O (n-butanol). Conditions: temperature 125 celsius, time 18 hour. The product is N1(CCOCC1)CCCN1CCN(CC1)C1=CC(=NC=N1)N (6-[4-(3-Morpholin-4-ylpropyl)piperazin-1-yl]pyrimidin-4-amine). Reaction SMILES: Cl[C:2]1[N:7]=[CH:6][N:5]=[C:4]([NH2:8])[CH:3]=1.C(N(C(C)C)CC)(C)C.[N:18]1([CH2:24][CH2:25][CH2:26][N:27]2[CH2:32][CH2:31][O:30][CH2:29][CH2:28]2)[CH2:23][CH2:22][NH:21][CH2:20][CH2:19]1>C(O)CCC>[N:27]1([CH2:26][CH2:25][CH2:24][N:18]2[CH2:19][CH2:20][N:21]([C:2]3[N:7]=[CH:6][N:5]=[C:4]([NH2:8])[CH:3]=3)[CH2:22][CH2:23]2)[CH2:28][CH2:29][O:30][CH2:31][CH2:32]1. Reported procedure: 6-Chloropyrimidin-4-amine 7-2 (0.368 g, 2.84 mmol) and diisopropylethylamine (0.367 g, 2.84 mmol) were suspended in n-butanol. 4-(3-piperazin-1-ylpropyl)morpholine 10-1 (0.61 g, 2.84 mmol) was then added. The reaction was stirred at 125° C. for 18 hours. Upon cooling the resulting solid was filtered off, washed with ethyl ether and dried to afford 10-2. 1NMR (DMSO): 7.94 ppm (s, 1H); 6.18 ppm (s, 2H); 5.58 ppm (s, 1H); 3.56 ppm (t, 4H); 3.39 ppm (t, 4H); 2.38 ppm (t, 4H); 2.31 ppm (m, 8H); 1.60 ... Starting materials: C(CCC(=O)O)(=O)OC (Monomethyl hydrogen succinate), NC=1SC2=C(C1C(=O)N)CCCC2 (2-amino-4,5,6,7-tetrahydro-1-benzothiophene-3-carboxamide). The solvent is S(=O)(Cl)Cl (thionyl chloride), O (water), O1CCOCC1 (dioxane). Reaction conditions: time 2 hour. Product: COC(CCC(=O)NC1C(C2=C(S1)CCCC2)=C=O)=O (N-(3-carbonyl-4,5,6,7-tetrahydro-benzo[b]thiophen-2-yl)-succinamic acid methyl ester). The yield is 48.4%. RXN SMILES: [C:1]([O:8][CH3:9])(=[O:7])[CH2:2][CH2:3][C:4]([OH:6])=O.[NH2:10][C:11]1[S:12][C:13]2[CH2:22][CH2:21][CH2:20][CH2:19][C:14]=2[C:15]=1[C:16](N)=[O:17]>S(Cl)(Cl)=O.O1CCOCC1.O>[CH3:9][O:8][C:1](=[O:7])[CH2:2][CH2:3][C:4]([NH:10][CH:11]1[S:12][C:13]2[CH2:22][CH2:21][CH2:20][CH2:19][C:14]=2[C:15]1=[C:16]=[O:17])=[O:6]. Procedure: Monomethyl hydrogen succinate (4.7 g, 0.035 mol) was refluxed in thionyl chloride (20 ml) for 2 hrs. After consumption of starting material, excess of thionyl chloride was distilled off. The reaction mixture dissolved in dioxane (10 ml) and was added drop wise to 2-amino-4,5,6,7-tetrahydro-1-benzothiophene-3-carboxamide 1 (7 g, 0.035 moles) in dioxane (10 ml) at 0° C. and stirred at room temperature (R.T) for 2 hrs. The reaction mixture was diluted with water to give crude product which was filt... Reactants: FC(C1=CC=C(C=C1)C1=CC(=NN1)CO)(F)F ([5-(4-trifluoromethyl-phenyl)-1H-pyrazol-3-yl]-methanol), S(=O)(Cl)Cl (thionyl chloride), ice water. The solvent is C(Cl)(Cl)Cl (chloroform). Run at temperature 60 celsius, time 10 minute. Product: ClCC1=NNC(=C1)C1=CC=C(C=C1)C(F)(F)F (3-Chloromethyl-5-(4-trifluoromethyl-phenyl)-1H-pyrazole). Yield: 97.1%. As a reaction SMILES: [F:1][C:2]([F:17])([F:16])[C:3]1[CH:8]=[CH:7][C:6]([C:9]2[NH:13][N:12]=[C:11]([CH2:14]O)[CH:10]=2)=[CH:5][CH:4]=1.S(Cl)([Cl:20])=O>C(Cl)(Cl)Cl>[Cl:20][CH2:14][C:11]1[CH:10]=[C:9]([C:6]2[CH:7]=[CH:8][C:3]([C:2]([F:17])([F:16])[F:1])=[CH:4][CH:5]=2)[NH:13][N:12]=1. Reported procedure: To a solution of [5-(4-trifluoromethyl-phenyl)-1H-pyrazol-3-yl]-methanol (40 mg, 0.17 mmol) in chloroform (4 ml) was added thionyl chloride (0.34 ml, 4.7 mmol) at 0° C. under an argon atmosphere. The solution was stirred at 40° C. for 2 h and at 60° C. for 10 min. The mixture was poured onto ice water/aqueous NaHCO3 1/1, extracted two times with dichloromethane and the combinded extracts were dried over sodium sulfate. Evaporation of the solvent under reduced pressure gave 43 mg (0.165 mmol, 97%... Starting materials: Cc1nc2c(-c3cc4cc(CO)ccc4n3C(=O)OC(C)(C)C)cc(N(C(=O)OC(C)(C)C)C(=O)OC(C)(C)C)nc2n1C(=O)OC(C)(C)C, CCOCC, ClCCl. The product is Cc1nc2c(-c3cc4cc(C=O)ccc4n3C(=O)OC(C)(C)C)cc(N(C(=O)OC(C)(C)C)C(=O)OC(C)(C)C)nc2n1C(=O)OC(C)(C)C. Reaction SMILES: [C:1]([CH3:2])([CH3:3])([CH3:4])[O:5][C:6](=[O:7])[n:8]1[c:9]([CH3:50])[n:10][c:11]2[c:12]1[n:13][c:14]([N:35]([C:36](=[O:37])[O:38][C:39]([CH3:40])([CH3:41])[CH3:42])[C:43](=[O:44])[O:45][C:46]([CH3:47])([CH3:48])[CH3:49])[cH:15][c:16]2-[c:17]1[n:18]([C:28](=[O:29])[O:30][C:31]([CH3:32])([CH3:33])[CH3:34])[c:19]2[cH:20][cH:21][c:22]([CH2:26][OH:27])[cH:23][c:24]2[cH:25]1.[CH3:54][CH2:55][O:56][CH2:57][CH3:58].[Cl:51][CH2:52][Cl:53]>>[C:1]([CH3:2])([CH3:3])([CH3:4])[O:5][C:6](=[O:7])[n:8]1[c:9]([CH3:50])[n:10][c:11]2[c:12]1[n:13][c:14]([N:35]([C:36](=[O:37])[O:38][C:39]([CH3:40])([CH3:41])[CH3:42])[C:43](=[O:44])[O:45][C:46]([CH3:47])([CH3:48])[CH3:49])[cH:15][c:16]2-[c:17]1[n:18]([C:28](=[O:29])[O:30][C:31]([CH3:32])([CH3:33])[CH3:34])[c:19]2[cH:20][cH:21][c:22]([CH:26]=[O:27])[cH:23][c:24]2[cH:25]1.